This data is from the Open Reaction Database (ORD), a public repository of structured organic reaction records. The task is: describe an organic reaction: reactants, conditions, products, and yield The reactants are C(C)(=O)[O-].[K+] (potassium acetate), CS(=O)(=O)OC[C@H]([C@@H]1CN(C(O1)=O)C1=CC=C2C=C(NC(C2=C1)=O)C1=C(C=CC=C1)C(F)(F)F)OS(=O)(=O)C ((R)-2-methanesulfonyloxy-2-{(S)-2-oxo-3-[1-oxo-3-(2-trifluoromethylphenyl)-1,2-dihydroisoquinolin-7-yl]oxazolidin-5-yl}ethyl methanesulfonate), C(C)(=O)OC(C)=O (acetic anhydride), C([O-])(O)=O.[Na+] (sodium bicarbonate). Reaction conditions: temperature 120 celsius, time 6 hour. Yields the product C(C)(=O)OC[C@@H]([C@@H]1CN(C(O1)=O)C1=CC=C2C=C(NC(C2=C1)=O)C1=C(C=CC=C1)C(F)(F)F)OC(C)=O ((S)-2-acetoxy-2-{(S)-2-oxo-3-[1-oxo-3-(2-trifluoromethylphenyl)-1,2-dihydroisoquinolin-7-yl]oxazolidin-5-yl}ethyl acetate). Yield: 54.0%. RXN SMILES: CS([O:5][CH2:6][C@@H:7]([O:35]S(C)(=O)=O)[C@H:8]1[O:12][C:11](=[O:13])[N:10]([C:14]2[CH:23]=[C:22]3[C:17]([CH:18]=[C:19]([C:25]4[CH:30]=[CH:29][CH:28]=[CH:27][C:26]=4[C:31]([F:34])([F:33])[F:32])[NH:20][C:21]3=[O:24])=[CH:16][CH:15]=2)[CH2:9]1)(=O)=O.[C:40]([O-:43])(=O)[CH3:41].[K+].C(=O)(O)[O-].[Na+].[C:50](OC(=O)C)(=[O:52])[CH3:51]>>[C:50]([O:5][CH2:6][C@H:7]([O:35][C:40](=[O:43])[CH3:41])[C@H:8]1[O:12][C:11](=[O:13])[N:10]([C:14]2[CH:23]=[C:22]3[C:17]([CH:18]=[C:19]([C:25]4[CH:30]=[CH:29][CH:28]=[CH:27][C:26]=4[C:31]([F:34])([F:33])[F:32])[NH:20][C:21]3=[O:24])=[CH:16][CH:15]=2)[CH2:9]1)(=[O:52])[CH3:51] |f:1.2,3.4|. Reported procedure: The (R)-2-methanesulfonyloxy-2-{(S)-2-oxo-3-[1-oxo-3-(2-trifluoromethylphenyl)-1,2-dihydroisoquinolin-7-yl]oxazolidin-5-yl}ethyl methanesulfonate (53 mg, 0.0897 mmol) obtained in step A was dissolved in acetic anhydride (1 ml). Thereafter, potassium acetate (44 mg, 0.449 mmol) was added to the solution, and the obtained mixture was then stirred at 120° C. for 6 hours. The reaction solution was cooled to a room temperature. A saturated sodium bicarbonate aqueous solution was added thereto, and th... Starting materials: N1C(=NC2=C1C=CC=C2)S(=O)(=O)N2C(CCCC2)C2=NOC(=N2)COC2=CC=C(C=O)C=C2 (4-(3-[1-(1H-benzo[d]imidazol-2-ylsulfonyl)-2-piperidyl]-1,2,4-oxadiazol-5-ylmethoxy)benzaldehyde), Cl.CN (methylamine hydrochloride). The product is N1C(=NC2=C1C=CC=C2)S(=O)(=O)N2C(CCCC2)C2=NOC(=N2)COC2=CC=C(CNC)C=C2 (N-[4-(3-[1-(1H-Benzo[d]imidazol-2-ylsulfonyl)-2-piperidyl]-1,2,4-oxadiazol-5-ylmethoxy)benzyl]-N-methylamine), N-[4-(3-[1l-(1H-benzo[d]imidazol-2-ylsulfonyl)-2-piperidyl]-1,2,4-oxadiazol-5-ylmethoxy)benzyl]-N-methylamine. RXN SMILES: [NH:1]1[C:5]2[CH:6]=[CH:7][CH:8]=[CH:9][C:4]=2[N:3]=[C:2]1[S:10]([N:13]1[CH2:18][CH2:17][CH2:16][CH2:15][CH:14]1[C:19]1[N:23]=[C:22]([CH2:24][O:25][C:26]2[CH:33]=[CH:32][C:29]([CH:30]=O)=[CH:28][CH:27]=2)[O:21][N:20]=1)(=[O:12])=[O:11].Cl.[CH3:35][NH2:36]>>[NH:3]1[C:4]2[CH:9]=[CH:8][CH:7]=[CH:6][C:5]=2[N:1]=[C:2]1[S:10]([N:13]1[CH2:18][CH2:17][CH2:16][CH2:15][CH:14]1[C:19]1[N:23]=[C:22]([CH2:24][O:25][C:26]2[CH:27]=[CH:28][C:29]([CH2:30][NH:36][CH3:35])=[CH:32][CH:33]=2)[O:21][N:20]=1)(=[O:12])=[O:11] |f:1.2|. Procedure: The title compound was prepared by a similar method to Example 13 from 4-(3-[1-(1H-benzo[d]imidazol-2-ylsulfonyl)-2-piperidyl]-1,2,4-oxadiazol-5-ylmethoxy)benzaldehyde [see Preparation 22] and methylamine hydrochloride to afford N-[4-(3-[1l-(1H-benzo[d]imidazol-2-ylsulfonyl)-2-piperidyl]-1,2,4-oxadiazol-5-ylmethoxy)benzyl]-N-methylamine as a white solid. Reactants: [Al+3], C1CCOC1, CCOC(=O)c1cccnc1C, [H-], [H-], [H-], [H-], [Li+]. Product: Cc1ncccc1CO. As a reaction SMILES: [Al+3:14].[CH2:19]1[O:20][CH2:21][CH2:22][CH2:23]1.[CH3:1][c:2]1[c:3]([C:4](=[O:5])[O:6][CH2:7][CH3:8])[cH:9][cH:10][cH:11][n:12]1.[H-:13].[H-:16].[H-:17].[H-:18].[Li+:15]>>[CH3:1][c:2]1[c:3]([CH2:4][OH:5])[cH:9][cH:10][cH:11][n:12]1. The reactants are final polymer, C=C (ethylene), C=C.C=CC (ethylene/propylene), C=CC (propylene), C=CC (propylene), CCC=C (butene-1), C=C (ethylene). The product is CCC=C.C=C.C=CC (Butene-1 Ethylene/Propylene). As a reaction SMILES: C=C.[CH2:3]=[CH:4]C.[CH3:6][CH2:7][CH:8]=[CH2:9].C=C.[CH2:12]=[CH:13][CH3:14]>>[CH3:9][CH2:8][CH:7]=[CH2:6].[CH2:3]=[CH2:4].[CH2:12]=[CH:13][CH3:14] |f:3.4,5.6.7|. Procedure details: The preparation described in Example 10 was repeated with the difference that 3 g of ethylene and 5 g of propylene were fed after feeding of butene-1. During polymerization, the pressure was kept constant by feeding a 2/1 g/g ethylene/propylene mixture. The final polymer, the characterization of which is reported in Table 1, contained 1.1% wt of ethylene and 0.9% of propylene. The DSC analysis showed no melting peak. Reactants: C1CCOC1, Clc1nc(Cl)nc(Cl)n1, Nc1ccc(NC(=O)c2ccc(OCc3ccccc3)cc2OCc2ccccc2)c(O)c1, [Na+], O=C([O-])O. Yields the product O=C(Nc1ccc(Nc2nc(Cl)nc(Cl)n2)cc1O)c1ccc(OCc2ccccc2)cc1OCc1ccccc1. As a reaction SMILES: [CH2:48]1[O:49][CH2:50][CH2:51][CH2:52]1.[Cl:39][c:40]1[n:41][c:42]([Cl:43])[n:44][c:45]([Cl:46])[n:47]1.[NH2:6][c:7]1[cH:8][c:9]([OH:38])[c:10]([NH:13][C:14]([c:15]2[c:16]([O:29][CH2:30][c:31]3[cH:32][cH:33][cH:34][cH:35][cH:36]3)[cH:17][c:18]([O:21][CH2:22][c:23]3[cH:24][cH:25][cH:26][cH:27][cH:28]3)[cH:19][cH:20]2)=[O:37])[cH:11][cH:12]1.[Na+:5].[O-:1][C:2]([OH:3])=[O:4]>>[NH:6]([c:7]1[cH:8][c:9]([OH:38])[c:10]([NH:13][C:14]([c:15]2[c:16]([O:29][CH2:30][c:31]3[cH:32][cH:33][cH:34][cH:35][cH:36]3)[cH:17][c:18]([O:21][CH2:22][c:23]3[cH:24][cH:25][cH:26][cH:27][cH:28]3)[cH:19][cH:20]2)=[O:37])[cH:11][cH:12]1)[c:45]1[n:44][c:42]([Cl:43])[n:41][c:40]([Cl:39])[n:47]1.